Dataset: the Open Reaction Database (ORD), a public repository of structured organic reaction records. Task: describe an organic reaction: reactants, conditions, products, and yield Starting materials: Cl.CN(CCCN=C=NCC)C (1-(3-dimethylaminopropyl)-3-ethylcarbodiimide hydrochloride), ice, FC(C=1C=C(C(=O)N2CC(N(C[C@H]2CC2=CNC3=CC=CC=C23)CC(=O)O)=O)C=C(C1)C(F)(F)F)(F)F ((5R)-4-[3,5-bis(trifluoromethyl)benzoyl]-1-(carboxymethyl)-5-(1H-indol-3-ylmethyl)piperazin-2-one), ON1N=NC2=C1C=CC=C2 (1-hydroxybenzotriazole), N (ammonia). Run in ClCCl (dichloromethane). Reaction conditions: time 25 minute. Product: FC(C=1C=C(C(=O)N2CC(N(C[C@H]2CC2=CNC3=CC=CC=C23)CC(N)=O)=O)C=C(C1)C(F)(F)F)(F)F ((5R)-4-[3,5-bis(trifluoromethyl)benzoyl]-1-(carbamoylmethyl)-5-(1H-indol-3-ylmethyl)piperazin-2-one). The yield is 67.5%. Reaction SMILES: [F:1][C:2]([F:37])([F:36])[C:3]1[CH:4]=[C:5]([CH:29]=[C:30]([C:32]([F:35])([F:34])[F:33])[CH:31]=1)[C:6]([N:8]1[C@H:13]([CH2:14][C:15]2[C:23]3[C:18](=[CH:19][CH:20]=[CH:21][CH:22]=3)[NH:17][CH:16]=2)[CH2:12][N:11]([CH2:24][C:25](O)=[O:26])[C:10](=[O:28])[CH2:9]1)=[O:7].O[N:39]1C2C=CC=CC=2N=N1.Cl.CN(C)CCCN=C=NCC.N>ClCCl>[F:34][C:32]([F:33])([F:35])[C:30]1[CH:29]=[C:5]([CH:4]=[C:3]([C:2]([F:1])([F:36])[F:37])[CH:31]=1)[C:6]([N:8]1[C@H:13]([CH2:14][C:15]2[C:23]3[C:18](=[CH:19][CH:20]=[CH:21][CH:22]=3)[NH:17][CH:16]=2)[CH2:12][N:11]([CH2:24][C:25](=[O:26])[NH2:39])[C:10](=[O:28])[CH2:9]1)=[O:7] |f:2.3|. Procedure details: To an ice-cooled solution of (5R)-4-[3,5-bis(trifluoromethyl)benzoyl]-1-(carboxymethyl)-5-(1H-indol-3-ylmethyl)piperazin-2-one (0.15 g) and 1-hydroxybenzotriazole (0.038 g) in dichloromethane (3 ml) was added 1-(3-dimethylaminopropyl)-3-ethylcarbodiimide hydrochloride (0.055 g). After the solution was stirred for 2 hours and 55 minutes at the same temperature, 28% aqueous ammonia solution (0.017 ml) was added into the mixture under ice-cooling. The mixture was stirred for 2 hours and 25 minutes ... Starting materials: CC1=C(C(=O)NCCCCCC(=O)OC)C=CC=C1C1=CC=CC=C1 (methyl 6-(2-methyl-3-phenyl-benzamido)hexanoate), O.[OH-].[Li+] (lithium hydroxide monohydrate). The solvent is C1CCOC1.O (THF H2O). Product: CC1=C(C(=O)NCCCCCC(=O)O)C=CC=C1C1=CC=CC=C1 (6-(2-methyl-3-phenyl-benzamido)hexanoic acid). Yield: 90.5%. As a reaction SMILES: [CH3:1][C:2]1[C:19]([C:20]2[CH:25]=[CH:24][CH:23]=[CH:22][CH:21]=2)=[CH:18][CH:17]=[CH:16][C:3]=1[C:4]([NH:6][CH2:7][CH2:8][CH2:9][CH2:10][CH2:11][C:12]([O:14]C)=[O:13])=[O:5].O.[OH-].[Li+]>C1COCC1.O>[CH3:1][C:2]1[C:19]([C:20]2[CH:21]=[CH:22][CH:23]=[CH:24][CH:25]=2)=[CH:18][CH:17]=[CH:16][C:3]=1[C:4]([NH:6][CH2:7][CH2:8][CH2:9][CH2:10][CH2:11][C:12]([OH:14])=[O:13])=[O:5] |f:1.2.3,4.5|. Reported procedure: The procedure of the step 2 in Example 80 was repeated except that the methyl 6-(2-methyl-3-phenyl-benzamido)hexanoate (61 mg, 0.18 mmol) instead of methyl 6-(3-bromo-2-methylbenzamido)hexanoate, and 15 mg of lithium hydroxide monohydrate (0.36 mmol) were dissolved in 3 mL of THF/H2O (2:1) to obtain the title compound (53 mg, 90%). Reactants: CCc1[nH]c(C(=O)O)nc1Cl, COC(=O)c1ccc(CN2CCOc3cc(N)ccc32)cc1, O=S(Cl)Cl, c1ccncc1. Product: CCc1[nH]c(C(=O)Nc2ccc3c(c2)OCCN3Cc2ccc(C(=O)OC)cc2)nc1Cl. Reaction SMILES: [Cl:1][c:2]1[n:3][c:4]([C:9](=[O:10])[OH:11])[nH:5][c:6]1[CH2:7][CH3:8].[NH2:16][c:17]1[cH:18][c:19]2[c:20]([cH:36][cH:37]1)[N:21]([CH2:25][c:26]1[cH:27][cH:28][c:29]([C:30](=[O:31])[O:32][CH3:33])[cH:34][cH:35]1)[CH2:22][CH2:23][O:24]2.[S:12]([Cl:13])([Cl:14])=[O:15].[cH:38]1[cH:39][cH:40][n:41][cH:42][cH:43]1>>[Cl:1][c:2]1[n:3][c:4]([C:9](=[O:11])[NH:16][c:17]2[cH:18][c:19]3[c:20]([cH:36][cH:37]2)[N:21]([CH2:25][c:26]2[cH:27][cH:28][c:29]([C:30](=[O:31])[O:32][CH3:33])[cH:34][cH:35]2)[CH2:22][CH2:23][O:24]3)[nH:5][c:6]1[CH2:7][CH3:8]. The reagents and catalysts are [Cl-].C(C1=CC=CC=C1)[N+](CCCC)(CCCC)CCCC (benzyltri(n-butyl)ammonium chloride). Conditions: time 8 hour. RXN SMILES: [Br:1][C:2]1[CH:7]=[CH:6][C:5]([CH2:8][C:9]2[C:10](=[O:17])[NH:11][NH:12][C:13]=2[CH:14]([CH3:16])[CH3:15])=[CH:4][CH:3]=1.[CH3:18][C:19]([O:21][CH2:22][C@H:23]1[O:28][C@H:27](Br)[C@H:26]([O:30][C:31]([CH3:33])=[O:32])[C@@H:25]([O:34][C:35]([CH3:37])=[O:36])[C@@H:24]1[O:38][C:39]([CH3:41])=[O:40])=[O:20].[OH-].[Na+]>ClCCl.[Cl-].C([N+](CCCC)(CCCC)CCCC)C1C=CC=CC=1>[C:31]([O:30][C@@H:26]1[C@@H:25]([O:34][C:35](=[O:36])[CH3:37])[C@H:24]([O:38][C:39](=[O:40])[CH3:41])[C@@H:23]([CH2:22][O:21][C:19](=[O:20])[CH3:18])[O:28][C@H:27]1[O:17][C:10]1[C:9]([CH2:8][C:5]2[CH:6]=[CH:7][C:2]([Br:1])=[CH:3][CH:4]=2)=[C:13]([CH:14]([CH3:15])[CH3:16])[NH:12][N:11]=1)(=[O:32])[CH3:33] |f:2.3,5.6|. Solvent: ClCCl (dichloro-methane). Procedure: To a suspension of 4-[(4-bromophenyl)methyl]-1,2-dihydro-5-isopropyl-3H-pyrazol-3-one (5.0 g) in dichloro-methane (50 mL) were added acetobromo-α-D-glucose (7.0 g), benzyltri(n-butyl)ammonium chloride (5.3 g) and 5 mol/L aqueous sodium hydroxide solution (8.5 mL), and the mixture was stirred at room temperature overnight. The organic layer was separated, and the solvent was removed under reduced pressure. The residue was purified by column chromatography on silica gel (eluent: n-hexane/ethyl ace... Starting materials: CC(=O)OC[C@@H]1[C@H]([C@@H]([C@H]([C@H](O1)Br)OC(=O)C)OC(=O)C)OC(=O)C (acetobromo-α-D-glucose), [OH-].[Na+] (sodium hydroxide), BrC1=CC=C(C=C1)CC=1C(NNC1C(C)C)=O (4-[(4-bromophenyl)methyl]-1,2-dihydro-5-isopropyl-3H-pyrazol-3-one). Yield: 38.9%. Product: C(C)(=O)O[C@H]1[C@@H](O[C@@H]([C@H]([C@@H]1OC(C)=O)OC(C)=O)COC(C)=O)OC1=NNC(=C1CC1=CC=C(C=C1)Br)C(C)C (3-(2,3,4,6-Tetra-O-acetyl-β-D-glucopyranosyloxy)-4-[(4-bromophenyl)methyl]-5-isopropyl-1H-pyrazole). Starting materials: CN1CCOCC1, CC(O)C=CC(C)O, O, OO, O=[W](=O)=O. Product: CC(O)C1OC1C(C)O. Reaction SMILES: [CH3:11][N:12]1[CH2:13][CH2:14][O:15][CH2:16][CH2:17]1.[CH3:3][CH:4]([CH:5]=[CH:6][CH:7]([CH3:8])[OH:9])[OH:10].[OH2:22].[OH:1][OH:2].[W:18](=[O:19])(=[O:20])=[O:21]>>[CH3:3][CH:4]([CH:5]1[CH:6]([CH:7]([CH3:8])[OH:9])[O:15]1)[OH:10]. Reactants: C1CCOC1, CN1CCN(c2ccccc2C=O)CC1, [H-], [Na+], O=C1CSCCN1. Yields the product CN1CCN(c2ccccc2C(O)C2SCCNC2=O)CC1. RXN SMILES: [CH2:25]1[O:26][CH2:27][CH2:28][CH2:29]1.[CH3:10][N:11]1[CH2:12][CH2:13][N:14]([c:17]2[c:18]([CH:19]=[O:20])[cH:21][cH:22][cH:23][cH:24]2)[CH2:15][CH2:16]1.[H-:1].[Na+:2].[S:3]1[CH2:4][C:5](=[O:9])[NH:6][CH2:7][CH2:8]1>>[S:3]1[CH:4]([CH:19]([c:18]2[c:17]([N:14]3[CH2:13][CH2:12][N:11]([CH3:10])[CH2:16][CH2:15]3)[cH:24][cH:23][cH:22][cH:21]2)[OH:20])[C:5](=[O:9])[NH:6][CH2:7][CH2:8]1.